Task: describe an organic reaction: reactants, conditions, products, and yield. Dataset: the Open Reaction Database (ORD), a public repository of structured organic reaction records Reaction conditions: time 2 hour. Reactants: CC1=NC(=CC(=C1C)[C@H]1[C@@H](CN(CC1)C(=O)OC(C)(C)C)C(=O)OCC)OCC1=CC=CC=C1 (trans-1-(1,1-dimethylethyl) 3-ethyl 4-{2,3-dimethyl-6-[(phenylmethyl)oxy]-4-pyridinyl}-1,3-piperidinedicarboxylate). The product is OC1=CC(=C(C(=N1)C)C)[C@H]1[C@@H](CN(CC1)C(=O)OC(C)(C)C)C(=O)OCC (trans-1-(1,1-Dimethylethyl) 3-ethyl 4-(6-hydroxy-2,3-dimethyl-4-pyridinyl)-1,3-piperidinedicarboxylate). The reagents and catalysts are [Pd] (palladium). Reported procedure: To an ethanol solution (0.07 M) of trans-1-(1,1-dimethylethyl) 3-ethyl 4-{2,3-dimethyl-6-[(phenylmethyl)oxy]-4-pyridinyl}-1,3-piperidinedicarboxylate (1 eq.) from the previous step was added palladium (10% w/w over carbon, 0.1 eq.). The resulting suspension was evacuated and purged with hydrogen. Under a balloon-filled hydrogen atmosphere, the reaction mixture was stirred at RT for 2 h. The reaction was then quenched with CH2Cl2, filtered through a bed of celite and the insolubles rinsed with Et... Run in C(C)O (ethanol). RXN SMILES: [CH3:1][C:2]1[C:7]([CH3:8])=[C:6]([C@@H:9]2[CH2:14][CH2:13][N:12]([C:15]([O:17][C:18]([CH3:21])([CH3:20])[CH3:19])=[O:16])[CH2:11][C@H:10]2[C:22]([O:24][CH2:25][CH3:26])=[O:23])[CH:5]=[C:4]([O:27]CC2C=CC=CC=2)[N:3]=1>[Pd].C(O)C>[OH:27][C:4]1[N:3]=[C:2]([CH3:1])[C:7]([CH3:8])=[C:6]([C@@H:9]2[CH2:14][CH2:13][N:12]([C:15]([O:17][C:18]([CH3:21])([CH3:19])[CH3:20])=[O:16])[CH2:11][C@H:10]2[C:22]([O:24][CH2:25][CH3:26])=[O:23])[CH:5]=1. Reactants: CC(C)=O, CC(C)OC(C)C, [Na+], [OH-], O, O, CC1(C)SC2C(NC(c3ccccc3)(c3ccccc3)c3ccccc3)C(=O)N2C1c1nnn[nH]1, Cc1ccc(S(=O)(=O)O)cc1, O=C(Cl)Cc1ccccc1. Product: CC1(C)SC2C(NC(=O)Cc3ccccc3)C(=O)N2C1c1nnn[nH]1. As a reaction SMILES: [CH3:68][C:69](=[O:70])[CH3:71].[CH:61]([O:62][CH:63]([CH3:64])[CH3:65])([CH3:66])[CH3:67].[Na+:49].[OH-:48].[OH2:1].[OH2:60].[c:13]1([C:14]([c:15]2[cH:16][cH:17][cH:18][cH:19][cH:20]2)([c:21]2[cH:22][cH:23][cH:24][cH:25][cH:26]2)[NH:32][CH:33]2[CH:34]3[N:35]([CH:36]([c:41]4[n:42][n:43][n:44][nH:45]4)[C:37]([CH3:39])([CH3:40])[S:38]3)[C:46]2=[O:47])[cH:27][cH:28][cH:29][cH:30][cH:31]1.[c:2]1([CH3:3])[cH:4][cH:5][c:6]([S:7]([OH:8])(=[O:9])=[O:10])[cH:11][cH:12]1.[c:50]1([CH2:56][C:57](=[O:58])[Cl:59])[cH:51][cH:52][cH:53][cH:54][cH:55]1>>[NH:32]([CH:33]1[CH:34]2[N:35]([CH:36]([c:41]3[nH:42][n:43][n:44][n:45]3)[C:37]([CH3:39])([CH3:40])[S:38]2)[C:46]1=[O:47])[C:57]([CH2:56][c:50]1[cH:51][cH:52][cH:53][cH:54][cH:55]1)=[O:58]. Reactants: C1CCOC1, CNC, CC(=O)O, CO, O=Cc1ccc2oc(N3CCN(C4CC4)CC3)nc2c1, Cl. Yields the product CN(C)Cc1ccc2oc(N3CCN(C4CC4)CC3)nc2c1. Reaction SMILES: [CH2:31]1[O:32][CH2:33][CH2:34][CH2:35]1.[CH3:22][NH:23][CH3:24].[CH3:25][C:26](=[O:27])[OH:28].[CH3:29][OH:30].[CH:1]1([N:4]2[CH2:5][CH2:6][N:7]([c:10]3[o:11][c:12]4[c:13]([n:14]3)[cH:15][c:16]([CH:19]=[O:20])[cH:17][cH:18]4)[CH2:8][CH2:9]2)[CH2:2][CH2:3]1.[ClH:21]>>[CH:1]1([N:4]2[CH2:5][CH2:6][N:7]([c:10]3[o:11][c:12]4[c:13]([n:14]3)[cH:15][c:16]([CH2:19][N:23]([CH3:22])[CH3:24])[cH:17][cH:18]4)[CH2:8][CH2:9]2)[CH2:2][CH2:3]1. Starting materials: CN(C)C=O, CNOC, O=C(Cl)C(=O)Cl, ClCCl, Cl, [K+], O, c1ccncc1, O=C([O-])c1cc2n(n1)CCC2. Product: CON(C)C(=O)c1cc2n(n1)CCC2. Reaction SMILES: [CH3:13][N:14]([CH3:15])[CH:16]=[O:17].[CH3:25][NH:26][O:27][CH3:28].[Cl:18][C:19]([C:20]([Cl:21])=[O:22])=[O:23].[Cl:35][CH2:36][Cl:37].[ClH:24].[K+:12].[OH2:38].[cH:29]1[cH:30][cH:31][n:32][cH:33][cH:34]1.[n:1]1[n:2]2[c:3]([cH:4][c:5]1[C:6](=[O:7])[O-:8])[CH2:9][CH2:10][CH2:11]2>>[n:1]1[n:2]2[c:3]([cH:4][c:5]1[C:6](=[O:7])[N:26]([CH3:25])[O:27][CH3:28])[CH2:9][CH2:10][CH2:11]2. Starting materials: CCOC(=O)C(Cc1ccccc1)CS(=O)(=O)c1ccccn1, Cl, O. The product is O=C(O)C(Cc1ccccc1)CS(=O)(=O)c1ccccn1. Reaction SMILES: [CH2:1]([CH3:2])[O:3][C:4]([CH:5]([CH2:6][S:7](=[O:8])(=[O:9])[c:10]1[n:11][cH:12][cH:13][cH:14][cH:15]1)[CH2:16][c:17]1[cH:18][cH:19][cH:20][cH:21][cH:22]1)=[O:23].[ClH:24].[OH2:25]>>[O:3]=[C:4]([CH:5]([CH2:6][S:7](=[O:8])(=[O:9])[c:10]1[n:11][cH:12][cH:13][cH:14][cH:15]1)[CH2:16][c:17]1[cH:18][cH:19][cH:20][cH:21][cH:22]1)[OH:23]. As a reaction SMILES: [C:36]([O:37][BH-:38]([O:39][C:40](=[O:41])[CH3:42])[O:43][C:44](=[O:45])[CH3:46])(=[O:47])[CH3:48].[CH2:33]=[O:34].[CH2:3]([CH2:4][CH2:5][CH3:6])[c:7]1[n:8][n:9][c:10]([O:26][CH:27]2[CH2:28][CH2:29][NH:30][CH2:31][CH2:32]2)[cH:11][c:12]1-[c:13]1[cH:14][cH:15][c:16]([O:19][CH:20]2[CH2:21][CH2:22][CH2:23][CH2:24][CH2:25]2)[cH:17][cH:18]1.[CH3:59][CH2:60][O:61][C:62]([CH3:63])=[O:64].[CH3:65][C:66](=[O:67])[OH:68].[Cl:55][CH2:56][Cl:57].[ClH:1].[ClH:2].[Na+:49].[Na+:54].[O-:50][C:51]([OH:52])=[O:53].[OH2:35].[OH2:58]>>[CH2:3]([CH2:4][CH2:5][CH3:6])[c:7]1[n:8][n:9][c:10]([O:26][CH:27]2[CH2:28][CH2:29][N:30]([CH3:36])[CH2:31][CH2:32]2)[cH:11][c:12]1-[c:13]1[cH:14][cH:15][c:16]([O:19][CH:20]2[CH2:21][CH2:22][CH2:23][CH2:24][CH2:25]2)[cH:17][cH:18]1. Reactants: CC(=O)O[BH-](OC(C)=O)OC(C)=O, C=O, CCCCc1nnc(OC2CCNCC2)cc1-c1ccc(OC2CCCCC2)cc1, CCOC(C)=O, CC(=O)O, ClCCl, Cl, Cl, [Na+], [Na+], O=C([O-])O, O, O. Product: CCCCc1nnc(OC2CCN(C)CC2)cc1-c1ccc(OC2CCCCC2)cc1. The reactants are COC1=C2CCC(C(C2=CC=C1)CC(=O)OCC)=O (ethyl 1,2,3,4-tetrahydro-5-methoxy-2-oxo-1-naphthylacetate), O (water), NCCCN1CCOCC1 (N-(3-aminopropyl)-morpholine). The solvent is C1(=CC=CC=C1)C (toluene). Reaction conditions: time 10 hour. Yields the product COC1=CC=CC=2[C@H]3CC(N([C@H]3CCC21)CCCN2CCOCC2)=O (rac-cis-1,3,3a,4,5,9b-hexahydro-6-methoxy-3-(3-morpholin-4-yl-propyl)-2H-benzo[e]indol-2-one), oily material. Yield: 18.0%. RXN SMILES: [CH3:1][O:2][C:3]1[CH:12]=[CH:11][CH:10]=[C:9]2[C:4]=1[CH2:5][CH2:6][C:7](=O)[CH:8]2[CH2:13][C:14]([O:16]CC)=O.[NH2:20][CH2:21][CH2:22][CH2:23][N:24]1[CH2:29][CH2:28][O:27][CH2:26][CH2:25]1.O>C1(C)C=CC=CC=1>[CH3:1][O:2][C:3]1[C:4]2[CH2:5][CH2:6][C@H:7]3[C@H:8]([CH2:13][C:14](=[O:16])[N:20]3[CH2:21][CH2:22][CH2:23][N:24]3[CH2:29][CH2:28][O:27][CH2:26][CH2:25]3)[C:9]=2[CH:10]=[CH:11][CH:12]=1. Reported procedure: 4.0 g (0.01525 mol) of ethyl 1,2,3,4-tetrahydro-5-methoxy-2-oxo-1-naphthylacetate were dissolved in 80 ml of toluene, 2.22 ml (0.01525 mol) of N-(3-aminopropyl)-morpholine were added thereto and the mixture was boiled for 43 hours on a water separator. After concentration the residue was hydrogenated with 1.5 g of Raney-nickel in 150 ml of ethanol at 120° and 140 bar for 10 hours. The product was chromatographed over silica gel with ethyl acetate/methanol 5:1, dissolved in hot isopropyl ether an...